Dataset: the Open Reaction Database (ORD), a public repository of structured organic reaction records. Task: describe an organic reaction: reactants, conditions, products, and yield Reactants: C(O)([O-])=O.[K+] (potassium hydrogencarbonate), ClC1=CC=C(C=C1)C=1N=C2SC3=C(N2C1)C=CC=C3 (2-(p-chlorophenyl)imidazo[2,1-b]benzothiazole), S(=O)(=O)(Cl)Cl (sulfuryl chloride). Solvent: C(Cl)Cl (methylene chloride), C(Cl)Cl (methylene chloride). Run at time 10 minute. Yields the product ClC1=C(N=C2SC3=C(N21)C=CC=C3)C3=CC=C(C=C3)Cl (3-chloro-2-(p-chlorophenyl)imidazo[2,1-b]benzothiazole). Isolated yield 62.4%. As a reaction SMILES: [Cl:1][C:2]1[CH:7]=[CH:6][C:5]([C:8]2[N:9]=[C:10]3[N:14]([CH:15]=2)[C:13]2[CH:16]=[CH:17][CH:18]=[CH:19][C:12]=2[S:11]3)=[CH:4][CH:3]=1.S(Cl)([Cl:23])(=O)=O.C(=O)([O-])O.[K+]>C(Cl)Cl>[Cl:23][C:15]1[N:14]2[C:10]([S:11][C:12]3[CH:19]=[CH:18][CH:17]=[CH:16][C:13]=32)=[N:9][C:8]=1[C:5]1[CH:4]=[CH:3][C:2]([Cl:1])=[CH:7][CH:6]=1 |f:2.3|. Procedure: To a solution of 2 g of 2-(p-chlorophenyl)imidazo[2,1-b]benzothiazole in 40 ml of methylene chloride was added a solution of 0.95 g of sulfuryl chloride in 5 ml of methylene chloride and after stirring for 10 minutes, 40 ml of an aqueous 10% potassium hydrogencarbonate solution was added to the mixture followed by stirring. The organic layer which formed was recovered, washed with water, dried with anhydrous magnesium sulfate, and concentrated under reduced pressure to form crystals, which were ... Starting materials: reduced iron, [Cl-].[NH4+] (ammonium chloride), C(C)(C)O (isopropyl alcohol), O (water), COC1=CC=C(C=C1)C1=NN(C(C1)C1=CC=C(C=C1)[N+](=O)[O-])C1=CC=CC=C1 (3-(4-methoxyphenyl)-5-(4-nitrophenyl)-1 -phenyl-2-pyrazoline). Run in C(C)(=O)O (acetic acid). Reaction conditions: time 30 minute. Yields the product NC1=CC=C(C=C1)C1CC(=NN1C1=CC=CC=C1)C1=CC=C(C=C1)OC (5-(4-aminophenyl)-3-(4-methoxyphenyl)-1-phenyl-2-pyrazoline). The yield is 80.5%. Reaction SMILES: [Cl-].[NH4+].C(O)(C)C.O.[CH3:8][O:9][C:10]1[CH:15]=[CH:14][C:13]([C:16]2[CH2:20][CH:19]([C:21]3[CH:26]=[CH:25][C:24]([N+:27]([O-])=O)=[CH:23][CH:22]=3)[N:18]([C:30]3[CH:35]=[CH:34][CH:33]=[CH:32][CH:31]=3)[N:17]=2)=[CH:12][CH:11]=1>C(O)(=O)C>[NH2:27][C:24]1[CH:25]=[CH:26][C:21]([CH:19]2[N:18]([C:30]3[CH:35]=[CH:34][CH:33]=[CH:32][CH:31]=3)[N:17]=[C:16]([C:13]3[CH:12]=[CH:11][C:10]([O:9][CH3:8])=[CH:15][CH:14]=3)[CH2:20]2)=[CH:22][CH:23]=1 |f:0.1|. Procedure details: 15.8 g of reduced iron and 1.6 g of ammonium chloride were dispersed in a mixed solution of 140 ml of isopropyl alcohol and 14 ml of water, and, while stirring and refluxing under heating, 13.1 g of 3-(4-methoxyphenyl)-5-(4-nitrophenyl)-1 -phenyl-2-pyrazoline was added thereto. After refluxing for 2 hours, 10 ml of acetic acid was added thereto, and the reaction was thereafter continued for 30 minutes. Solids were removed by filtration using sellaite, and 150 ml of water was added to the filtrat... The reactants are Cc1noc(C)c1Cn1cc(N2C(=O)NC(C)(C)C2=O)cn1, COc1cc(CCl)ccc1F. Yields the product COc1cc(CN2C(=O)N(c3cnn(Cc4c(C)noc4C)c3)C(=O)C2(C)C)ccc1F. RXN SMILES: [CH3:1][c:2]1[n:3][o:4][c:5]([CH3:22])[c:6]1[CH2:7][n:8]1[n:9][cH:10][c:11]([N:13]2[C:14](=[O:21])[NH:15][C:16]([CH3:19])([CH3:20])[C:17]2=[O:18])[cH:12]1.[Cl:23][CH2:24][c:25]1[cH:26][c:27]([O:32][CH3:33])[c:28]([F:31])[cH:29][cH:30]1>>[CH3:1][c:2]1[n:3][o:4][c:5]([CH3:22])[c:6]1[CH2:7][n:8]1[n:9][cH:10][c:11]([N:13]2[C:14](=[O:21])[N:15]([CH2:24][c:25]3[cH:26][c:27]([O:32][CH3:33])[c:28]([F:31])[cH:29][cH:30]3)[C:16]([CH3:19])([CH3:20])[C:17]2=[O:18])[cH:12]1. The reactants are [Br-], C1CCOC1, CC(c1ccc2c(c1)SCCC2(C)C)[P+](c1ccccc1)(c1ccccc1)c1ccccc1, O=Cc1ccccc1. The product is CC(=Cc1ccccc1)c1ccc2c(c1)SCCC2(C)C. As a reaction SMILES: [Br-:1].[CH2:43]1[O:44][CH2:45][CH2:46][CH2:47]1.[CH3:2][C:3]1([CH3:34])[CH2:4][CH2:5][S:6][c:7]2[c:8]1[cH:9][cH:10][c:11]([CH:13]([CH3:14])[P+:15]([c:16]1[cH:17][cH:18][cH:19][cH:20][cH:21]1)([c:22]1[cH:23][cH:24][cH:25][cH:26][cH:27]1)[c:28]1[cH:29][cH:30][cH:31][cH:32][cH:33]1)[cH:12]2.[CH:35](=[O:36])[c:37]1[cH:38][cH:39][cH:40][cH:41][cH:42]1>>[CH3:2][C:3]1([CH3:34])[CH2:4][CH2:5][S:6][c:7]2[c:8]1[cH:9][cH:10][c:11]([C:13]([CH3:14])=[CH:35][c:37]1[cH:38][cH:39][cH:40][cH:41][cH:42]1)[cH:12]2.